This data is from the Open Reaction Database (ORD), a public repository of structured organic reaction records. The task is: describe an organic reaction: reactants, conditions, products, and yield The reactants are c1(ncnc2[nH]ccc12)C, c1c(nc2c(n1)c(c(s2)C)I)NCc1ccccc1. The reagents and catalysts are c1ccc(cc1)-c2c3ccccc3cc4ccccc24 (9-Phenylanthracene), [Li+].C[Si](C)(C)[N-][Si](C)(C)C (LiHMDS), P([C@]12C[C@@H]3C[C@H](C2)C[C@@H](C1)C3)([C@]12C[C@@H]3C[C@@H](C2)C[C@@H](C1)C3)CCCC (Pd(OAc)2/cataCXium A), C(O[Pd]OC(C)=O)(C)=O (Pd(OAc)2). The solvent is CCC(C)(C)O (t-AmOH). Conditions: temperature 100 celsius, time 18 hour. The product is Cc1sc2nc(NCc3ccccc3)cnc2c1n4ccc5c(Cl)ncnc45. Reaction SMILES: [CH3:1][c:2]1[c:18](I)[c:17]([c:4]2[s:3]1)[n:16][cH:15][c:6]([NH:7][CH2:8][c:9]3[cH:14][cH:13][cH:12][cH:11][cH:10]3)[n:5]2.C[c:19]1[c:27]([c:23]2[n:22][cH:21][n:20]1)[cH:26][cH:25][nH:24]2>>[CH3:1][c:2]1[c:18]([n:24]2[c:23]([c:27]3[cH:26][cH:25]2)[n:22][cH:21][n:20][c:19]3Cl)[c:17]([c:4]4[s:3]1)[n:16][cH:15][c:6]([NH:7][CH2:8][c:9]5[cH:14][cH:13][cH:12][cH:11][cH:10]5)[n:5]4. RXN SMILES: [Cl:40][CH2:41][Cl:42].[Cr:19]([O:20][Cr:21]([O-:22])(=[O:23])=[O:24])([O-:25])(=[O:26])=[O:27].[OH:1][C:2]1([CH2:8][CH2:9][CH2:10][CH2:11][O:12][c:13]2[cH:14][cH:15][cH:16][cH:17][cH:18]2)[CH:3]=[CH:4][CH:5]([OH:7])[CH2:6]1.[nH+:28]1[cH:29][cH:30][cH:31][cH:32][cH:33]1.[nH+:34]1[cH:35][cH:36][cH:37][cH:38][cH:39]1>>[OH:1][C:2]1([CH2:8][CH2:9][CH2:10][CH2:11][O:12][c:13]2[cH:14][cH:15][cH:16][cH:17][cH:18]2)[CH:3]=[CH:4][C:5](=[O:7])[CH2:6]1. Starting materials: ClCCl, O=[Cr](=O)([O-])O[Cr](=O)(=O)[O-], OC1C=CC(O)(CCCCOc2ccccc2)C1, c1cc[nH+]cc1, c1cc[nH+]cc1. Yields the product O=C1C=CC(O)(CCCCOc2ccccc2)C1. Yields the product FC1=C(C(=O)NCCNC(OCC2=CC=CC=C2)=O)C=C(C=C1)C=1N=NC(=CC1)NCC1(CCC1)C1=NC=CC=C1F (benzyl 2-(2-fluoro-5-(6-((1-(3-fluoropyridin-2-yl)cyclobutyl)methylamino)pyridazin-3-yl)benzamido)ethylcarbamate). Procedure: To a 20 dram vial was added 2-fluoro-5-(6-((1-(3-fluoropyridin-2-yl)cyclobutyl)methylamino)pyridazin-3-yl)benzoic acid (320 mg, 0.8 mmol, 1.0 equiv), benzyl 2-aminoethylcarbamate (242 mg, 1.0 mmol, 1.3 equiv), HOBt (141 mg, 1.0 mmol, 1.3 equiv), EDC HCl (200 mg, 1.0 mmol, 1.3 equiv), DIPEA (550 μL, 3.8 equiv) and CH2Cl2 (5 mL). The reaction was stirred for 4 h and then concentrated and then purified using a silica gel column (50%-100% EtOAc/hexanes) to afford 230 mg (50%) of benzyl 2-(2-fluoro-5... Run at time 4 hour. Yield: 50.2%. Starting materials: FC1=C(C(=O)O)C=C(C=C1)C=1N=NC(=CC1)NCC1(CCC1)C1=NC=CC=C1F (2-fluoro-5-(6-((1-(3-fluoropyridin-2-yl)cyclobutyl)methylamino)pyridazin-3-yl)benzoic acid), NCCNC(OCC1=CC=CC=C1)=O (benzyl 2-aminoethylcarbamate), C=1C=CC2=C(C1)N=NN2O (HOBt), CCN=C=NCCCN(C)C.Cl (EDC HCl), CCN(C(C)C)C(C)C (DIPEA). Run in C(Cl)Cl (CH2Cl2). As a reaction SMILES: [F:1][C:2]1[CH:10]=[CH:9][C:8]([C:11]2[N:12]=[N:13][C:14]([NH:17][CH2:18][C:19]3([C:23]4[C:28]([F:29])=[CH:27][CH:26]=[CH:25][N:24]=4)[CH2:22][CH2:21][CH2:20]3)=[CH:15][CH:16]=2)=[CH:7][C:3]=1[C:4](O)=[O:5].[NH2:30][CH2:31][CH2:32][NH:33][C:34](=[O:43])[O:35][CH2:36][C:37]1[CH:42]=[CH:41][CH:40]=[CH:39][CH:38]=1.C1C=CC2N(O)N=NC=2C=1.CCN=C=NCCCN(C)C.Cl.CCN(C(C)C)C(C)C>C(Cl)Cl>[F:1][C:2]1[CH:10]=[CH:9][C:8]([C:11]2[N:12]=[N:13][C:14]([NH:17][CH2:18][C:19]3([C:23]4[C:28]([F:29])=[CH:27][CH:26]=[CH:25][N:24]=4)[CH2:20][CH2:21][CH2:22]3)=[CH:15][CH:16]=2)=[CH:7][C:3]=1[C:4]([NH:30][CH2:31][CH2:32][NH:33][C:34](=[O:43])[O:35][CH2:36][C:37]1[CH:38]=[CH:39][CH:40]=[CH:41][CH:42]=1)=[O:5] |f:3.4|. Reactants: CC(C)(C)P(c1ccccc1-c1ccccc1)C(C)(C)C, CC(C)(C)[O-], Cc1ccccc1, Cc1cnc(Cl)c2ccoc12, CC(C)(C)OC(=O)N1CCNCC1, [Na+], CC(=O)[O-], CC(=O)[O-], O, [Pd+2]. Product: Cc1cnc(N2CCN(C(=O)OC(C)(C)C)CC2)c2ccoc12. Reaction SMILES: [C:31]([P:32]([C:33]([CH3:34])([CH3:35])[CH3:36])[c:37]1[cH:38][cH:39][cH:40][cH:41][c:42]1-[c:43]1[cH:44][cH:45][cH:46][cH:47][cH:48]1)([CH3:49])([CH3:50])[CH3:51].[CH3:25][C:26]([CH3:27])([O-:28])[CH3:29].[CH3:52][c:53]1[cH:54][cH:55][cH:56][cH:57][cH:58]1.[Cl:1][c:2]1[n:3][cH:4][c:5]([CH3:11])[c:6]2[c:7]1[cH:8][cH:9][o:10]2.[N:12]1([C:18](=[O:19])[O:20][C:21]([CH3:22])([CH3:23])[CH3:24])[CH2:13][CH2:14][NH:15][CH2:16][CH2:17]1.[Na+:30].[O-:60][C:61]([CH3:62])=[O:63].[O-:64][C:65]([CH3:66])=[O:67].[OH2:68].[Pd+2:59]>>[c:2]1([N:15]2[CH2:14][CH2:13][N:12]([C:18](=[O:19])[O:20][C:21]([CH3:22])([CH3:23])[CH3:24])[CH2:17][CH2:16]2)[n:3][cH:4][c:5]([CH3:11])[c:6]2[c:7]1[cH:8][cH:9][o:10]2. The product is CC(C)CCC(C)(C(=O)O)c1ccc(F)cc1. RXN SMILES: [CH3:53][CH2:54][OH:55].[F:1][c:2]1[cH:3][cH:4][c:5]([C:8]([C:9](=[O:10])[NH:11][CH:12]([c:13]2[cH:14][cH:15][cH:16][cH:17][cH:18]2)[CH2:19][OH:20])([CH2:21][CH2:22][CH:23]([CH3:24])[CH3:25])[CH3:26])[cH:6][cH:7]1.[F:27][c:28]1[cH:29][cH:30][c:31]([C:32]([CH3:33])([CH2:34][CH2:35][CH:37]([CH3:38])[CH3:39])[C:40](=[O:36])[NH:41][CH:42]([c:43]2[cH:44][cH:45][cH:46][cH:47][cH:48]2)[CH2:49][OH:50])[cH:51][cH:52]1>>[F:1][c:2]1[cH:3][cH:4][c:5]([C:8]([C:9]([OH:10])=[O:36])([CH2:21][CH2:22][CH:23]([CH3:24])[CH3:25])[CH3:26])[cH:6][cH:7]1. Reactants: CCO, CC(C)CCC(C)(C(=O)NC(CO)c1ccccc1)c1ccc(F)cc1, CC(C)CCC(C)(C(=O)NC(CO)c1ccccc1)c1ccc(F)cc1. Starting materials: [Cr](=O)(=O)([O-])O[Cr](=O)(=O)[O-].[NH+]1=CC=CC=C1.[NH+]1=CC=CC=C1 (Pyridinium dichromate), C(C)(C)(C)OC(=O)N1[C@@H](C[C@H](C1)O[Si](C)(C)C(C)(C)C)C[C@@H]1C[C@H](N(C1)C(=O)OC(C)(C)C)CO ((2R, 4R)-N-tert-butoxycarbonyl-2-[(2S, 4R)-N-tert-butoxycarbonyl-2-(hydroxymethyl)pyrrolidin-4-ylmethyl]-4 -(tert-butyldimethylsiloxy)pyrrolidine), C(C)(=O)OCC (Ethyl acetate). The solvent is CN(C=O)C (N,N-dimethylformamide). Run at time 14 hour. Yields the product C(C)(C)(C)OC(=O)N1[C@@H](C[C@H](C1)O[Si](C)(C)C(C)(C)C)C[C@@H]1C[C@H](N(C1)C(=O)OC(C)(C)C)C(=O)O ((2R, 4R)-N-tert-butoxycarbonyl-2-[(2S, 4R)-N-tert-butoxycarbonyl-2-carboxypyrrolidin-4-ylmethyl]-4-(tert-butyldimethylsiloxy)pyrrolidine). Isolated yield 57.0%. As a reaction SMILES: [Cr](O[Cr]([O-])(=O)=O)([O-])(=O)=O.[NH+]1C=CC=CC=1.[NH+]1C=CC=CC=1.[C:22]([O:26][C:27]([N:29]1[CH2:33][C@H:32]([O:34][Si:35]([C:38]([CH3:41])([CH3:40])[CH3:39])([CH3:37])[CH3:36])[CH2:31][C@H:30]1[CH2:42][C@H:43]1[CH2:47][N:46]([C:48]([O:50][C:51]([CH3:54])([CH3:53])[CH3:52])=[O:49])[C@H:45]([CH2:55][OH:56])[CH2:44]1)=[O:28])([CH3:25])([CH3:24])[CH3:23].C(OCC)(=[O:59])C>CN(C)C=O>[C:22]([O:26][C:27]([N:29]1[CH2:33][C@H:32]([O:34][Si:35]([C:38]([CH3:39])([CH3:41])[CH3:40])([CH3:37])[CH3:36])[CH2:31][C@H:30]1[CH2:42][C@H:43]1[CH2:47][N:46]([C:48]([O:50][C:51]([CH3:54])([CH3:53])[CH3:52])=[O:49])[C@H:45]([C:55]([OH:59])=[O:56])[CH2:44]1)=[O:28])([CH3:23])([CH3:24])[CH3:25] |f:0.1.2|. Reported procedure: Pyridinium dichromate was added to a solution of (2R, 4R)-N-tert-butoxycarbonyl-2-[(2S, 4R)-N-tert-butoxycarbonyl-2-(hydroxymethyl)pyrrolidin-4-ylmethyl]-4 -(tert-butyldimethylsiloxy)pyrrolidine (3.00 g, 5.84 mmol, compound of Reference Example 2-6) in N,N-dimethylformamide (30 ml) and stirred at room temperature for 14 hours. Ethyl acetate was added to the reaction solution and washed sequentially with water and a saturated sodium chloride aqueous solution, then dried over anhydrous sodium sulf... The reactants are C(C)(C)(C)OC(=O)NCC1=CC=C(S1)CC(=O)O (2-(5-tert.-butoxycarbonylaminomethyl-2-thienyl)-acetic acid), C(C)(C)(C)OC(=O)C1=C(CS[C@H]2N1C([C@H]2N)=O)COC(C)=O (3-acetoxymethyl-7β-amino-3-cephem-4-carboxylic acid tert.-butyl ester), P(=O)(O)([O-])[O-].[K+].[K+] (dipotassium hydrogen phosphate), C(C(C)C)OC(=O)Cl (chloroformic acid isobutyl ester). The solvent is C(Cl)Cl (methylene chloride), CN1CCOCC1 (N-methylmorpholine), C(Cl)Cl (methylene chloride). Run at temperature -20 celsius, time 30 minute. Product: C(C)(C)(C)OC(=O)C1=C(CS[C@H]2N1C([C@H]2NC(CC=2SC(=CC2)CNC(=O)OC(C)(C)C)=O)=O)COC(C)=O (3-acetoxymethyl-7β-[2-(5-tert.-butoxycarbonylaminomethyl-2-thienyl)-acetylamino]-3-cephem-4-carboxylic acid tert.-butyl ester). RXN SMILES: [C:1]([O:5][C:6]([NH:8][CH2:9][C:10]1[S:14][C:13]([CH2:15][C:16]([OH:18])=O)=[CH:12][CH:11]=1)=[O:7])([CH3:4])([CH3:3])[CH3:2].C(OC(Cl)=O)C(C)C.[C:27]([O:31][C:32]([C:34]1[N:39]2[C:40](=[O:43])[C@@H:41]([NH2:42])[C@H:38]2[S:37][CH2:36][C:35]=1[CH2:44][O:45][C:46](=[O:48])[CH3:47])=[O:33])([CH3:30])([CH3:29])[CH3:28].P([O-])([O-])(O)=O.[K+].[K+]>C(Cl)Cl.CN1CCOCC1>[C:27]([O:31][C:32]([C:34]1[N:39]2[C:40](=[O:43])[C@@H:41]([NH:42][C:16](=[O:18])[CH2:15][C:13]3[S:14][C:10]([CH2:9][NH:8][C:6]([O:5][C:1]([CH3:2])([CH3:3])[CH3:4])=[O:7])=[CH:11][CH:12]=3)[C@H:38]2[S:37][CH2:36][C:35]=1[CH2:44][O:45][C:46](=[O:48])[CH3:47])=[O:33])([CH3:30])([CH3:28])[CH3:29] |f:3.4.5|. Procedure details: The starting material can be prepared as follows: 8.15 g of 2-(5-tert.-butoxycarbonylaminomethyl-2-thienyl)-acetic acid are dissolved in 500 ml of methylene chloride containing 3.06 ml of N-methylmorpholine, the solution, from which moisture is kept excluded, is cooled to -20° C. and 4.13 ml of chloroformic acid isobutyl ester are added dropwise whilst keeping the temperature at between -15° C. and -20° C. After 30 minutes, a solution of 9.85 g of 3-acetoxymethyl-7β-amino-3-cephem-4-carboxylic a...